Dataset: the Open Reaction Database (ORD), a public repository of structured organic reaction records. Task: describe an organic reaction: reactants, conditions, products, and yield Starting materials: C(C)(=O)C=1C=NC=CC1 (3-acetylpyridine), C=O (paraformaldehyde), B(F)(F)F.CCOCC (boron trifluoride etherate). Solvent: C(C)(=O)O (acetic acid). Run at time 40 minute. The product is N1=CC(=CC=C1)C(=O)C1COCOC1 (5-(3-Pyridylcarbonyl)-m-dioxane). Reaction SMILES: [C:1]([C:4]1[CH:5]=[N:6][CH:7]=[CH:8][CH:9]=1)(=[O:3])[CH3:2].[CH2:10]=[O:11].B(F)(F)F.C[CH2:17][O:18][CH2:19]C>C(O)(=O)C>[N:6]1[CH:7]=[CH:8][CH:9]=[C:4]([C:1]([CH:2]2[CH2:10][O:11][CH2:19][O:18][CH2:17]2)=[O:3])[CH:5]=1 |f:2.3|. Procedure details: A 60.6 g. portion of 3-acetylpyridine was combined with 54 g. of paraformaldehyde and 250 ml. of acetic acid. The mixture was cooled in an ice bath, and 184 ml. (1.5 moles) of boron trifluoride etherate was added dropwise with stirring, over a period of about 40 minutes. The temperature of the mixture ranged from 15° to 26° during the addition. The mixture was then stirred under reflux, at about 67°, for 2 hours 15 minutes, and was then cooled slightly. The volatile portions and most of the acet... Procedure: A mixture of 2-amino-5-iodobenzoic acid (2.0 g, 7.6 mmol) and formamidine acetate (0.99 g, 9.5 mmol) in absolute ethanol (80 mL) was heated at reflux for 2 h. The reaction was then cooled in an ice bath, and water (10 mL) was added with stirring. The resultant precipitate was collected by filtration to afford the desired product as pale crystals. LC/MS 272.7 (M+1). The solvent is C(C)O (ethanol). As a reaction SMILES: [NH2:1][C:2]1[CH:10]=[CH:9][C:8]([I:11])=[CH:7][C:3]=1[C:4](O)=[O:5].C(O)(=O)C.[CH:16](N)=[NH:17].O>C(O)C>[I:11][C:8]1[CH:7]=[C:3]2[C:2](=[CH:10][CH:9]=1)[N:1]=[CH:16][NH:17][C:4]2=[O:5] |f:1.2|. The reactants are NC1=C(C(=O)O)C=C(C=C1)I (2-amino-5-iodobenzoic acid), C(C)(=O)O.C(=N)N (formamidine acetate), O (water). Product: IC=1C=C2C(NC=NC2=CC1)=O (6-Iodoquinazolin-4(3H)-one). Reactants: [Br-], [Br-], CC(C)=O, CN(C)C=O, COc1ccc(-n2nc(C#N)c3c2C(=O)N(CCCCCl)CC3)cc1, [H-], [K+], O=C1CCCCN1, [Na+]. Product: COc1ccc(-n2nc(C#N)c3c2C(=O)N(CCCCN2CCCCC2=O)CC3)cc1. Reaction SMILES: [Br-:27].[Br-:37].[CH3:38][C:39](=[O:40])[CH3:41].[CH3:42][N:43]([CH3:44])[CH:45]=[O:46].[Cl:1][CH2:2][CH2:3][CH2:4][CH2:5][N:6]1[C:7](=[O:25])[c:8]2[c:9]([c:12]([C:23]#[N:24])[n:13][n:14]2-[c:15]2[cH:16][cH:17][c:18]([O:21][CH3:22])[cH:19][cH:20]2)[CH2:10][CH2:11]1.[H-:35].[K+:26].[NH:28]1[C:29](=[O:34])[CH2:30][CH2:31][CH2:32][CH2:33]1.[Na+:36]>>[CH2:2]([CH2:3][CH2:4][CH2:5][N:6]1[C:7](=[O:25])[c:8]2[c:9]([c:12]([C:23]#[N:24])[n:13][n:14]2-[c:15]2[cH:16][cH:17][c:18]([O:21][CH3:22])[cH:19][cH:20]2)[CH2:10][CH2:11]1)[N:28]1[C:29](=[O:34])[CH2:30][CH2:31][CH2:32][CH2:33]1. The solvent is CO (methanol). Procedure: A mixture of 3,5-dibromo-4-aminomethyl benzamide (40 g, 0.129 mol), methanol (500 mL) and an aqueous solution of NaOH (10%, 310 mL) was refluxed for 20 h. The reaction mixture was concentrated to 150 mL and cooled to 0° C. The solid precipitate obtained was filtered, washed with diethyl ether (500 mL). The solid obtained was acidified with an aqueous solution of HCl (1.5 N, 100 mL) to pH=6 to give solid precipitate. The solid was filtered, washed with water and dried under vacuum to give 2,6-dib... The yield is 87.0%. The product is BrC1=C(CN)C(=CC(=C1)C(=O)O)Br (2,6-dibromo-4-carboxy benzylamine). Run at temperature 0 celsius. Starting materials: [OH-].[Na+] (NaOH), BrC=1C=C(C(=O)N)C=C(C1CN)Br (3,5-dibromo-4-aminomethyl benzamide), Cl (HCl). RXN SMILES: [Br:1][C:2]1[CH:3]=[C:4]([CH:8]=[C:9]([Br:13])[C:10]=1[CH2:11][NH2:12])[C:5](N)=[O:6].[OH-:14].[Na+].Cl>CO>[Br:1][C:2]1[CH:3]=[C:4]([C:5]([OH:14])=[O:6])[CH:8]=[C:9]([Br:13])[C:10]=1[CH2:11][NH2:12] |f:1.2|. The reactants are CC(C)(C)OCl, CC(=O)O, CCOC(C)=O, ClCCl, Nc1cc(F)c(F)cc1C(=O)O. Product: Nc1c(C(=O)O)cc(F)c(F)c1Cl. Reaction SMILES: [C:17]([O:18][Cl:22])([CH3:19])([CH3:20])[CH3:21].[CH3:13][C:14](=[O:15])[OH:16].[CH3:26][CH2:27][O:28][C:29](=[O:30])[CH3:31].[Cl:23][CH2:24][Cl:25].[F:1][c:2]1[cH:3][c:4]([NH2:12])[c:5]([C:6](=[O:7])[OH:8])[cH:9][c:10]1[F:11]>>[F:1][c:2]1[c:3]([Cl:22])[c:4]([NH2:12])[c:5]([C:6](=[O:7])[OH:8])[cH:9][c:10]1[F:11].